From a dataset of the Open Reaction Database (ORD), a public repository of structured organic reaction records. describe an organic reaction: reactants, conditions, products, and yield Starting materials: C(C)(=O)C=1C=CC(=C(C1)NC(=O)C=1N(C=C(N1)C#N)COCC[Si](C)(C)C)C1=CCC(CC1)(C)C (4-cyano-1-(2-trimethylsilanyl-ethoxymethyl)-1H-imidazole-2-carboxylic acid [5-acetyl-2-(4,4-dimethyl-cyclohex-1-enyl)-phenyl]-amide). Solvent: CCOC(=O)C.C(Cl)Cl (EtOAc DCM). Yields the product C(C)(=O)C=1C=CC(=C(C1)NC(=O)C=1NC=C(N1)C#N)C1=CCC(CC1)(C)C (4-Cyano-1H-imidazole-2-carboxylic acid [5-acetyl-2-(4,4-dimethyl-cyclohex-1-enyl)-phenyl]-amide). Yield: 91.0%. RXN SMILES: [C:1]([C:4]1[CH:5]=[CH:6][C:7]([C:28]2[CH2:33][CH2:32][C:31]([CH3:35])([CH3:34])[CH2:30][CH:29]=2)=[C:8]([NH:10][C:11]([C:13]2[N:14](COCC[Si](C)(C)C)[CH:15]=[C:16]([C:18]#[N:19])[N:17]=2)=[O:12])[CH:9]=1)(=[O:3])[CH3:2]>CCOC(C)=O.C(Cl)Cl>[C:1]([C:4]1[CH:5]=[CH:6][C:7]([C:28]2[CH2:33][CH2:32][C:31]([CH3:35])([CH3:34])[CH2:30][CH:29]=2)=[C:8]([NH:10][C:11]([C:13]2[NH:14][CH:15]=[C:16]([C:18]#[N:19])[N:17]=2)=[O:12])[CH:9]=1)(=[O:3])[CH3:2] |f:1.2|. Reported procedure: The title compound was prepared by the procedure of Example 11, step (g) using 4-cyano-1-(2-trimethylsilanyl-ethoxymethyl)-1H-imidazole-2-carboxylic acid [5-acetyl-2-(4,4-dimethyl-cyclohex-1-enyl)-phenyl]-amide (as prepared in the previous step, 200 mg, 0.406 mmol). Silica gel chromatography (5-15% EtOAc/DCM) afforded the title compound (134 mg, 91%) as a white solid. 1H-NMR (CDCl3; 400 MHz): δ 12.85 (s, 1H), 9.75 (s, 1H), 9.13 (d, 1H, J=1.8 Hz), 8.18 (d, 1H, J=2.5 Hz), 7.75 (dd, 1H, J=8.1, 1.8 ... Starting materials: B, CCOCC, Cl, CNC(=O)C(F)(F)CN1c2ccccc2N(c2ccccc2F)S1(=O)=O, C1CCOC1. Product: Cl, CNCC(F)(F)CN1c2ccccc2N(c2ccccc2F)S1(=O)=O. Reaction SMILES: [BH3:32].[CH3:34][CH2:35][O:36][CH2:37][CH3:38].[ClH:33].[F:1][C:2]([C:3](=[O:4])[NH:5][CH3:6])([CH2:7][N:8]1[S:9](=[O:24])(=[O:25])[N:10]([c:17]2[c:18]([F:23])[cH:19][cH:20][cH:21][cH:22]2)[c:11]2[c:12]1[cH:13][cH:14][cH:15][cH:16]2)[F:26].[O:27]1[CH2:28][CH2:29][CH2:30][CH2:31]1>>[ClH:33].[F:1][C:2]([CH2:3][NH:5][CH3:6])([CH2:7][N:8]1[S:9](=[O:24])(=[O:25])[N:10]([c:17]2[c:18]([F:23])[cH:19][cH:20][cH:21][cH:22]2)[c:11]2[c:12]1[cH:13][cH:14][cH:15][cH:16]2)[F:26]. Reactants: ClC1=C(C(=O)N=C=O)C(=CC=C1)F (2-chloro-6-fluorobenzoyl isocyanate), COC1=C(C=C(C=C1)NNC(=O)OC(C)(C)C)C(=O)OC (tert-butyl 2-[4-methoxy-3-(methoxycarbonyl)phenyl]hydrazinecarboxylate). The solvent is C(Cl)Cl (DCM). Yields the product ClC1=C(C(=O)NC(=O)N(NC(=O)OC(C)(C)C)C2=CC(=C(C=C2)OC)C(=O)OC)C(=CC=C1)F (tert-butyl 2-[(2-chloro-6-fluorobenzoyl)carbamoyl]-2-[4-methoxy-3-(methoxycarbonyl)phenyl]hydrazinecarboxylate). The yield is 89.6%. Reaction SMILES: [Cl:1][C:2]1[CH:12]=[CH:11][CH:10]=[C:9]([F:13])[C:3]=1[C:4]([N:6]=[C:7]=[O:8])=[O:5].[CH3:14][O:15][C:16]1[CH:21]=[CH:20][C:19]([NH:22][NH:23][C:24]([O:26][C:27]([CH3:30])([CH3:29])[CH3:28])=[O:25])=[CH:18][C:17]=1[C:31]([O:33][CH3:34])=[O:32]>C(Cl)Cl>[Cl:1][C:2]1[CH:12]=[CH:11][CH:10]=[C:9]([F:13])[C:3]=1[C:4]([NH:6][C:7]([N:22]([C:19]1[CH:20]=[CH:21][C:16]([O:15][CH3:14])=[C:17]([C:31]([O:33][CH3:34])=[O:32])[CH:18]=1)[NH:23][C:24]([O:26][C:27]([CH3:30])([CH3:29])[CH3:28])=[O:25])=[O:8])=[O:5]. Reported procedure: The title compound was prepared according to the procedure described in step-1 of Intermediate-9 by using 2-chloro-6-fluorobenzoyl isocyanate (Intermediate-8, 2.0 g, 6.75 mmol), tert-butyl 2-[4-methoxy-3-(methoxycarbonyl)phenyl]hydrazinecarboxylate (Intermediate-10, 1.61 g, 8.18 mmol) and DCM (30 mL) to afford 3.0 g of desired product. 1H NMR (300 MHz, DMSO d6): δ 1.40 (s, 9H), 3.81 (s, 6H), 7.13-7.83 (m, 6H), 9.6 (br s, 1H), 11.13 (br s, 1H); MS (m/z): 494.05 (M−H)−. Reactants: C(C)(C)(C)OC(=O)N[C@H](CO)C ((S)-2-(tert-butoxycarbonylamino)-1-propanol), N1=CC=CC=C1 (pyridine), NC=1C(=C(C=C(C1)Cl)S(=O)(=O)O)O (3-amino-5-chloro-2-hydroxybenzenesulfonic acid), ClC(Cl)(OC(OC(Cl)(Cl)Cl)=O)Cl (triphosgene). Run in C(Cl)Cl (methylene chloride). Conditions: time 2 hour. The product is N[C@H](COC(=O)NC=1C(=C(C=C(C1)Cl)S(=O)(=O)O)O)C (3-({[(2S)-2-amino-propoxy]carbonyl}amino)-5-chloro-2-hydroxybenzene-1-sulfonic acid). RXN SMILES: C(OC([NH:8][C@@H:9]([CH3:12])[CH2:10][OH:11])=O)(C)(C)C.[NH2:13][C:14]1[C:15]([OH:25])=[C:16]([S:21]([OH:24])(=[O:23])=[O:22])[CH:17]=[C:18]([Cl:20])[CH:19]=1.Cl[C:27](Cl)([O:29]C(=O)OC(Cl)(Cl)Cl)Cl.N1C=CC=CC=1>C(Cl)Cl>[NH2:8][C@@H:9]([CH3:12])[CH2:10][O:11][C:27]([NH:13][C:14]1[C:15]([OH:25])=[C:16]([S:21]([OH:24])(=[O:23])=[O:22])[CH:17]=[C:18]([Cl:20])[CH:19]=1)=[O:29]. Procedure details: 75 mg (1 mmol) of (S)-2-(tert-butoxycarbonylamino)-1-propanol (Boc-Ala-ol), 223 mg (1 mmol) of 3-amino-5-chloro-2-hydroxybenzenesulfonic acid and 100 mg (0.33 mmol) of triphosgene were suspended in 3 ml of methylene chloride, and added with 0.7 ml of pyridine. Following agitation at room temperature overnight, the solvent was distilled away, purified using purification step A to obtain a crude purified substance of the title compound in protected form. To the resultant crude purified substance, ... The reactants are CC(=O)C.C1(CCCCC1)=O (acetone cyclohexanone), C(C(C)C)C(=O)C.C1(CCCCC1)=O (methyl isobutyl ketone cyclohexanone). Product: CC(=O)C.C(C(C)C)C(=O)C.C1(CCCCC1)=O (Acetone Methyl Isobutyl Ketone Cyclohexanone). As a reaction SMILES: [CH3:1][C:2]([CH3:4])=[O:3].[C:5]1(=[O:11])[CH2:10][CH2:9][CH2:8][CH2:7][CH2:6]1.[CH2:12]([C:16]([CH3:18])=[O:17])[CH:13]([CH3:15])[CH3:14].C1(=O)CCCCC1>>[CH3:1][C:2]([CH3:4])=[O:3].[CH2:12]([C:16]([CH3:18])=[O:17])[CH:13]([CH3:15])[CH3:14].[C:5]1(=[O:11])[CH2:10][CH2:9][CH2:8][CH2:7][CH2:6]1 |f:0.1,2.3,4.5.6|. Procedure: A TAIT mixture was prepared from an equimolar mixture of the three title ketones according to the procedure used for preparation of TMIT, using ammonium sulfide (136 mL, 0.4 moles, 20 wt % aqueous solution), sodium cyanide (14.7 g, 0.3 moles), ammonium chloride (16.1 g, 0.3 moles), water (80 mL), cyclohexanone (19.6 g, 0.2 moles), acetone (11.6 g, 0.2 moles) and methyl isobutyl ketone (20.3 g, 0.2 moles) to obtain a oily layer at the end of the heating period. The oil layer was extracted into ch... Starting materials: CC(=O)Nc1cc(COC(C)=O)ccn1, [Na+], C1CCOC1, [OH-], O. Yields the product CC(=O)Nc1cc(CO)ccn1. Reaction SMILES: [C:1](=[O:2])([CH3:3])[O:4][CH2:5][c:6]1[cH:7][c:8]([NH:12][C:13]([CH3:14])=[O:15])[n:9][cH:10][cH:11]1.[Na+:17].[O:19]1[CH2:20][CH2:21][CH2:22][CH2:23]1.[OH-:16].[OH2:18]>>[OH:4][CH2:5][c:6]1[cH:7][c:8]([NH:12][C:13]([CH3:14])=[O:15])[n:9][cH:10][cH:11]1.